describe an organic reaction: reactants, conditions, products, and yield From a dataset of the Open Reaction Database (ORD), a public repository of structured organic reaction records. Reactants: CC(C)(C)OC(=O)N1CC2(CCN(Cc3ccccc3)CC2)c2c(Br)cccc21, C1CCOC1, CC=O. Product: CC(O)c1cccc2c1C1(CCN(Cc3ccccc3)CC1)CN2C(=O)OC(C)(C)C. Reaction SMILES: [CH2:1]([c:2]1[cH:3][cH:4][cH:5][cH:6][cH:7]1)[N:8]1[CH2:9][CH2:10][C:11]2([CH2:12][N:13]([C:21](=[O:22])[O:23][C:24]([CH3:25])([CH3:26])[CH3:27])[c:14]3[cH:15][cH:16][cH:17][c:18]([Br:20])[c:19]32)[CH2:28][CH2:29]1.[CH2:33]1[O:34][CH2:35][CH2:36][CH2:37]1.[CH:30]([CH3:31])=[O:32]>>[CH2:1]([c:2]1[cH:3][cH:4][cH:5][cH:6][cH:7]1)[N:8]1[CH2:9][CH2:10][C:11]2([CH2:12][N:13]([C:21](=[O:22])[O:23][C:24]([CH3:25])([CH3:26])[CH3:27])[c:14]3[cH:15][cH:16][cH:17][c:18]([CH:30]([CH3:31])[OH:32])[c:19]32)[CH2:28][CH2:29]1. Reactants: O (water), C1(=CC=CC=C1)CC(=O)N[C@H]1[C@@H]2N(C(=C(CS2)C=2SC(=NN2)C)C(=S)O)C1=O (7β-(2-phenylacetamido)-3-(5-methyl-1,3,4-thiadiazol-2-yl)thio-3-cephem-4-carboxylic acid), C([O-])([O-])=O.[Cs+].[Cs+] (cesium carbonate), C(C(C)(C)C)(=O)OCI (iodomethyl pivalate). The solvent is C(C)(=O)OCC (ethyl acetate), CN(C(C)=O)C (N,N-dimethylacetamide). Run at time 1.5 hour. The product is C1(=CC=CC=C1)CC(=O)N[C@H]1[C@@H]2N(C(=C(CS2)C=2SC(=NN2)C)C(=S)OCOC(C(C)(C)C)=O)C1=O (pivaloyloxymethyl 7β-(2-phenylacetamido)-3-(5-methyl-1,3,4-thiadiazol-2-yl)thio-3-cephem-4-carboxylate). Yield: 79.1%. RXN SMILES: [C:1]1([CH2:7][C:8]([NH:10][C@@H:11]2[C:27](=[O:28])[N:13]3[C:14]([C:24]([OH:26])=[S:25])=[C:15]([C:18]4[S:19][C:20]([CH3:23])=[N:21][N:22]=4)[CH2:16][S:17][C@H:12]23)=[O:9])[CH:6]=[CH:5][CH:4]=[CH:3][CH:2]=1.C(=O)([O-])[O-].[Cs+].[Cs+].[C:35]([O:41][CH2:42]I)(=[O:40])[C:36]([CH3:39])([CH3:38])[CH3:37].O>CN(C)C(=O)C.C(OCC)(=O)C>[C:1]1([CH2:7][C:8]([NH:10][C@@H:11]2[C:27](=[O:28])[N:13]3[C:14]([C:24]([O:26][CH2:42][O:41][C:35](=[O:40])[C:36]([CH3:39])([CH3:38])[CH3:37])=[S:25])=[C:15]([C:18]4[S:19][C:20]([CH3:23])=[N:21][N:22]=4)[CH2:16][S:17][C@H:12]23)=[O:9])[CH:6]=[CH:5][CH:4]=[CH:3][CH:2]=1 |f:1.2.3|. Procedure: To a solution of 7β-(2-phenylacetamido)-3-(5-methyl-1,3,4-thiadiazol-2-yl)thio-3-cephem-4-carboxylic acid (492 mg) in N,N-dimethylacetamide (4 ml) was added cesium carbonate (200 mg) under ice-cooling, stirred at the same temperature for 1.5 hours. To the mixture was added iodomethyl pivalate (297 mg), stirred for 1 hour at the same temperature. To the mixture were added water (50 ml) and ethyl acetate (50 ml). The organic layer was separated, washed with water and saturated aqueous solution of ... Starting materials: C(C)OC=1C=C(C=CC1OCC)C=1SC=C(N1)C1=CC(C(C=C1)(CC=C)O)C(=O)OC (2-(3,4-diethoxyphenyl)-4-(3-methoxycarbonyl-4-hydroxy-4-allylphenyl)thiazole), aqueous solution, C[N+]1(CCOCC1)[O-] (4-methylmorpholine N-oxide), O1CCCC1 (tetrahydrofuran). The reagents and catalysts are [Os](=O)(=O)(=O)=O (osmium tetroxide). Solvent: CO (methanol). Run at time 4 hour. Yields the product C(C)OC=1C=C(C=CC1OCC)C=1SC=C(N1)C1=CC(=C(C(=C1)CC(CO)O)O)C(=O)OC (2-(3,4-diethoxyphenyl)-4-(3-methoxycarbonyl-4-hydroxy-5-(2,3-dihydroxypropyl)phenyl]thiazole). RXN SMILES: [CH2:1]([O:3][C:4]1[CH:5]=[C:6]([C:13]2[S:14][CH:15]=[C:16]([C:18]3[CH:23]=[CH:22][C:21]([OH:27])(CC=C)[CH:20]([C:28]([O:30][CH3:31])=[O:29])[CH:19]=3)[N:17]=2)[CH:7]=[CH:8][C:9]=1[O:10][CH2:11][CH3:12])[CH3:2].C[N+]1([O-])CC[O:36]CC1.[O:40]1C[CH2:43][CH2:42][CH2:41]1>CO.[Os](=O)(=O)(=O)=O>[CH2:1]([O:3][C:4]1[CH:5]=[C:6]([C:13]2[S:14][CH:15]=[C:16]([C:18]3[CH:23]=[C:22]([CH2:43][CH:42]([OH:36])[CH2:41][OH:40])[C:21]([OH:27])=[C:20]([C:28]([O:30][CH3:31])=[O:29])[CH:19]=3)[N:17]=2)[CH:7]=[CH:8][C:9]=1[O:10][CH2:11][CH3:12])[CH3:2]. Procedure details: To a solution of 1 g of 2-(3,4-diethoxyphenyl)-4-(3-methoxycarbonyl-4-hydroxy-4-allylphenyl)thiazole in 20 ml of methanol and 20 ml of tetrahydrofuran were added 0.5 ml of osmium tetroxide (a 4% aqueous solution) and 1.22 g of 4-methylmorpholine N-oxide. The mixture was stirred at room temperature for 4 hours. The solvent was removed by distillation. The residue was mixed with 50 ml of dichloromethane and 25 ml of water for phase separation. The organic layer was washed with 25 ml of a saturated... The reactants are C(CCC)[Li] (butyl-lithium), ClC1=CC=C(C=C1)C#C (4-chlorophenyl-acetylene), CC(C(CN1N=CN=C1)=O)(CF)C (3,3-dimethyl-4-fluoro-1-(1,2,4-triazol-1-yl)-2-butanone). Solvent: O1CCCC1 (tetrahydrofuran), O1CCCC1 (tetrahydrofuran). Run at temperature 0 celsius, time 15 minute. Yields the product ClC1=CC=C(C=C1)C#CC(C(CF)(C)C)(O)CN1N=CN=C1 (1-(4-chlorophenyl)-4,4-dimethyl-5-fluoro-3-(1,2,4-triazol-1-ylmethyl)-1-pentin-3-ol). Yield: 61.8%. As a reaction SMILES: C([Li])CCC.[Cl:6][C:7]1[CH:12]=[CH:11][C:10]([C:13]#[CH:14])=[CH:9][CH:8]=1.[CH3:15][C:16]([CH3:27])([CH2:25][F:26])[C:17](=[O:24])[CH2:18][N:19]1[CH:23]=[N:22][CH:21]=[N:20]1>O1CCCC1>[Cl:6][C:7]1[CH:12]=[CH:11][C:10]([C:13]#[C:14][C:17]([CH2:18][N:19]2[CH:23]=[N:22][CH:21]=[N:20]2)([OH:24])[C:16]([CH3:27])([CH3:15])[CH2:25][F:26])=[CH:9][CH:8]=1. Reported procedure: 62 ml of butyl-lithium (15% strength in hexane, 0.1 mol) are added dropwise to 13.65 g (0.1 mol) of 4-chlorophenyl-acetylene in 50 ml of absolute tetrahydrofuran at 0° C., under nitrogen. The mixture is subsequently stirred at 0° C. for 15 minutes, and 18.5 g (0.1 mol) of 3,3-dimethyl-4-fluoro-1-(1,2,4-triazol-1-yl)-2-butanone in 30 ml of absolute tetrahydrofuran are then added dropwise. Thereafter, the reaction mixture is allowed to warm to room temperature and is subsequently stirred for 14 ho...